Task: describe an organic reaction: reactants, conditions, products, and yield. Dataset: the Open Reaction Database (ORD), a public repository of structured organic reaction records Starting materials: CC1(C)CCSc2cc(Br)ccc21, C1CCOC1, CCCCCC(=O)N(C)OC, [Li]CCCC. The product is CCCCCC(=O)c1ccc2c(c1)SCCC2(C)C. Reaction SMILES: [Br:1][c:2]1[cH:3][cH:4][c:5]2[c:10]([cH:11]1)[S:9][CH2:8][CH2:7][C:6]2([CH3:12])[CH3:13].[CH2:30]1[O:31][CH2:32][CH2:33][CH2:34]1.[CH3:19][O:20][N:21]([C:22]([CH2:23][CH2:24][CH2:25][CH2:26][CH3:27])=[O:28])[CH3:29].[Li:14][CH2:15][CH2:16][CH2:17][CH3:18]>>[c:2]1([C:22]([CH2:23][CH2:24][CH2:25][CH2:26][CH3:27])=[O:28])[cH:3][cH:4][c:5]2[c:10]([cH:11]1)[S:9][CH2:8][CH2:7][C:6]2([CH3:12])[CH3:13].